Dataset: the Open Reaction Database (ORD), a public repository of structured organic reaction records. Task: describe an organic reaction: reactants, conditions, products, and yield The reactants are 10.6, OC=1C=C2C(C=C(SC2=CC1)C(=O)O)=O (6-hydroxy-1-thiachromone-2-carboxylic acid), S(O)(O)(=O)=O (sulphuric acid), C(C)O (ethanol). Yields the product OC=1C=C2C(C=C(SC2=CC1)C(=O)OCC)=O (ethyl 6-hydroxy-1-thiachromone-2-carboxylate). As a reaction SMILES: [OH:1][C:2]1[CH:3]=[C:4]2[C:9](=[CH:10][CH:11]=1)[S:8][C:7]([C:12]([OH:14])=[O:13])=[CH:6][C:5]2=[O:15].S(=O)(=O)(O)O.[CH2:21](O)[CH3:22]>>[OH:1][C:2]1[CH:3]=[C:4]2[C:9](=[CH:10][CH:11]=1)[S:8][C:7]([C:12]([O:14][CH2:21][CH3:22])=[O:13])=[CH:6][C:5]2=[O:15]. Reported procedure: A solution of 10.6 parts of 6-hydroxy-1-thiachromone-2-carboxylic acid and 9 parts of concentrated sulphuric acid in 750 parts of ethanol was heated under reflux for 20 hours. Most of the ethanol was evaporated off and the residual solution was diluted with 500 parts of water, which caused precipitation of a solid. The solid was filtered off, washed with dilute sodium bicarbonate solution and with water and was finally crystallised from ethanol to give 9.4 parts of ethyl 6-hydroxy-1-thiachromone... The solvent is CC(=O)C (acetone). Reactants: CC1(C(C2=C(C(=C(C=C2C1)O)Cl)Cl)=O)C1=CC=CC=C1 (2-Methyl-2-phenyl-5-hydroxy-6,7-dichloro-1-indanone), ClCC#N (chloroacetonitrile), C([O-])([O-])=O.[K+].[K+] (potassium carbonate), [I-].[K+] (potassium iodide). Product: O=C1C(CC2=CC(=C(C(=C12)Cl)Cl)OCC#N)(C1=CC=CC=C1)C ((1-Oxo-2-methyl-2-phenyl-6,7-dichloro-5-indanyloxy)acetonitrile). Procedure: 2-Methyl-2-phenyl-5-hydroxy-6,7-dichloro-1-indanone (4.61 g., 0.015 mole), chloroacetonitrile (1.13 g., 0.015 mole), potassium carbonate (2.08 g., 0.015 mole), potassium iodide (0.25 g., 0.0015 mole) and acetone (75 ml.) are heated at reflux for 23 hours. The reaction mixture is cooled to 25° C. and concentrated to dryness in vacuo to give an oily residue which on trituration with water gives 5.12 g. of (1-oxo-2-methyl-2-phenyl-6,7-dichloro-5-indanyloxy)acetonitrile which melts at 163°-165° C. o... Reaction SMILES: [CH3:1][C:2]1([C:15]2[CH:20]=[CH:19][CH:18]=[CH:17][CH:16]=2)[CH2:10][C:9]2[C:4](=[C:5]([Cl:13])[C:6]([Cl:12])=[C:7]([OH:11])[CH:8]=2)[C:3]1=[O:14].Cl[CH2:22][C:23]#[N:24].C(=O)([O-])[O-].[K+].[K+].[I-].[K+]>CC(C)=O>[O:14]=[C:3]1[C:4]2[C:9](=[CH:8][C:7]([O:11][CH2:22][C:23]#[N:24])=[C:6]([Cl:12])[C:5]=2[Cl:13])[CH2:10][C:2]1([CH3:1])[C:15]1[CH:20]=[CH:19][CH:18]=[CH:17][CH:16]=1 |f:2.3.4,5.6|. Run at temperature 25 celsius. The reactants are CC1(C)CCCC(C)(C)N1O, CCCCCCC(C)O, ClCCCl, [Na+], O=C1CCC(=O)N1Br, O=C([O-])O. Yields the product CCCCCCC(C)=O. Reaction SMILES: [CH3:15][C:16]1([CH3:25])[N:17]([O:18])[C:19]([CH3:20])([CH3:21])[CH2:22][CH2:23][CH2:24]1.[CH3:1][CH:2]([CH2:3][CH2:4][CH2:5][CH2:6][CH2:7][CH3:8])[OH:9].[Cl:34][CH2:35][CH2:36][Cl:37].[Na+:10].[O:26]=[C:27]1[N:28]([Br:29])[C:30](=[O:31])[CH2:32][CH2:33]1.[OH:11][C:12](=[O:13])[O-:14]>>[CH3:1][C:2]([CH2:3][CH2:4][CH2:5][CH2:6][CH2:7][CH3:8])=[O:9]. The product is O=[N+]([O-])c1ccc2c(c1)CCC(N1CCOCC1)CC2. As a reaction SMILES: [C:30]([O:31][BH-:32]([O:33][C:34](=[O:35])[CH3:36])[O:37][C:38](=[O:39])[CH3:40])(=[O:41])[CH3:42].[CH2:20]1[CH2:21][O:22][CH2:23][CH2:24][NH:25]1.[CH2:44]([Cl:45])[Cl:46].[CH3:26][C:27](=[O:28])[OH:29].[Cl:16][CH2:17][CH2:18][Cl:19].[N+:1](=[O:2])([O-:3])[c:4]1[cH:5][cH:6][c:7]2[c:8]([cH:15]1)[CH2:9][CH2:10][C:11](=[O:14])[CH2:12][CH2:13]2.[Na+:43]>>[N+:1](=[O:2])([O-:3])[c:4]1[cH:5][cH:6][c:7]2[c:8]([cH:15]1)[CH2:9][CH2:10][CH:11]([N:25]1[CH2:20][CH2:21][O:22][CH2:23][CH2:24]1)[CH2:12][CH2:13]2. Starting materials: CC(=O)O[BH-](OC(C)=O)OC(C)=O, C1COCCN1, ClCCl, CC(=O)O, ClCCCl, O=C1CCc2ccc([N+](=O)[O-])cc2CC1, [Na+]. Reactants: C=CC(C)Oc1ccc(Br)c(Cl)c1Cl, O=C([O-])O, CC#N, CC(=O)C(F)(F)F, [Na+], O. Product: CC(Oc1ccc(Br)c(Cl)c1Cl)C1CO1. As a reaction SMILES: [Br:1][c:2]1[c:3]([Cl:14])[c:4]([Cl:13])[c:5]([O:8][CH:9]([CH:10]=[CH2:11])[CH3:12])[cH:6][cH:7]1.[C:22](=[O:23])([OH:24])[O-:25].[CH3:27][C:28]#[N:29].[F:15][C:16]([F:17])([F:19])[C:20](=[O:18])[CH3:21].[Na+:26].[OH2:30]>>[Br:1][c:2]1[c:3]([Cl:14])[c:4]([Cl:13])[c:5]([O:8][CH:9]([CH:10]2[CH2:11][O:18]2)[CH3:12])[cH:6][cH:7]1. The reactants are C(C)(C)(C)C1=CC(=NO1)NC(CC1=CC=C(C=C1)C1=CN=C2N1C=CC(=C2)C=2C=NN(C2)S(N(C)C)(=O)=O)=O (N-(5-tert-Butyl-isoxazol-3-yl)-2-{4-[7-(1-dimethylsulfamoyl-1H-pyrazol-4-yl)-imidazo[1,2-a]pyridin-3-yl]-phenyl}-acetamide). Solvent: C(Cl)Cl (CH2Cl2), CO (methanol), Cl (HCl), CCOCC (ether), CC(=O)O (HOAc). Reaction conditions: time 1 hour. Product: C(C)(C)(C)C1=CC(=NO1)NC(CC1=CC=C(C=C1)C1=CN=C2N1C=CC(=C2)C=2C=NNC2)=O (N-(5-tert-Butyl-isoxazol-3-yl)-2-{4-[7-(1H-pyrazol-4-yl)-imidazo[1,2-a]pyridin-3-yl]-phenyl}-acetamide). Reaction SMILES: [C:1]([C:5]1[O:9][N:8]=[C:7]([NH:10][C:11](=[O:39])[CH2:12][C:13]2[CH:18]=[CH:17][C:16]([C:19]3[N:23]4[CH:24]=[CH:25][C:26]([C:28]5[CH:29]=[N:30][N:31](S(=O)(=O)N(C)C)[CH:32]=5)=[CH:27][C:22]4=[N:21][CH:20]=3)=[CH:15][CH:14]=2)[CH:6]=1)([CH3:4])([CH3:3])[CH3:2]>C(Cl)Cl.CO.Cl.CCOCC.CC(O)=O>[C:1]([C:5]1[O:9][N:8]=[C:7]([NH:10][C:11](=[O:39])[CH2:12][C:13]2[CH:14]=[CH:15][C:16]([C:19]3[N:23]4[CH:24]=[CH:25][C:26]([C:28]5[CH:29]=[N:30][NH:31][CH:32]=5)=[CH:27][C:22]4=[N:21][CH:20]=3)=[CH:17][CH:18]=2)[CH:6]=1)([CH3:4])([CH3:2])[CH3:3]. Procedure: Dissolve N-(5-tert-Butyl-isoxazol-3-yl)-2-{4-[7-(1-dimethylsulfamoyl-1H-pyrazol-4-yl)-imidazo[1,2-a]pyridin-3-yl]-phenyl}-acetamide in CH2Cl2, methanol and 1 N HCl in ether in equal volumes and then concentrate to give a solid. Dissolve the solid in HOAc and stir for 1 hour. Concentrate and purify by silica gel chromatography with 0-5% MeOH in CH2Cl2. MS(ES), m/z 441 (M+1). Reactants: CC(C)O (2-propanol), CC(C)([O-])C.[K+] (potassium tert-butoxide), BrC1=CC(=C(C=C1)F)C(F)(F)F (4-bromo-1-fluoro-2-(trifluoromethyl)benzene). Solvent: O1CCCC1 (tetrahydrofuran). Reaction conditions: temperature 50 celsius, time 8 hour. The product is BrC1=CC(=C(C=C1)OC(C)C)C(F)(F)F (4-bromo-1-[(1-methylethyl)oxy]-2-(trifluoromethyl)benzene). Reaction SMILES: [CH3:1][CH:2]([OH:4])[CH3:3].CC(C)([O-])C.[K+].[Br:11][C:12]1[CH:17]=[CH:16][C:15](F)=[C:14]([C:19]([F:22])([F:21])[F:20])[CH:13]=1>O1CCCC1>[Br:11][C:12]1[CH:17]=[CH:16][C:15]([O:4][CH:2]([CH3:3])[CH3:1])=[C:14]([C:19]([F:22])([F:21])[F:20])[CH:13]=1 |f:1.2|. Procedure details: To a solution of 2-propanol (1.997 mL) in dry tetrahydrofuran (THF) (50 mL) under nitrogen was added potassium tert-butoxide (3.49 g). The reaction mixture was heated to 50° C. for 10 min, then 4-bromo-1-fluoro-2-(trifluoromethyl)benzene (D40) (6.3 g) was added. The resulting mixture was stirred at 50° C. overnight. After cooling the reaction, the solvent was removed in vacuo, the residue was diluted with ethyl acetate (100 mL), washed with water, the organic phase was dried over sodium sulphate...